Dataset: the Open Reaction Database (ORD), a public repository of structured organic reaction records. Task: describe an organic reaction: reactants, conditions, products, and yield Starting materials: ClC1=NC(=CC(=N1)C(F)(F)F)C1=CC(=C(C=C1)C(F)(F)F)C (2-chloro-6-(3-methyl-4-trifluoromethyl-phenyl)-4-trifluoromethyl-pyrimidine), ClC1=NC=CC(=C1)B(O)O (2-chloro-pyridine-4-boronic acid). Product: ClC1=NC=CC(=C1)C1=NC(=CC(=N1)C1=CC(=C(C=C1)C(F)(F)F)C)C(F)(F)F (2-(2-Chloro-pyridin-4-yl)-4-(3-methyl-4-trifluoromethyl-phenyl)-6-trifluoromethyl-pyrimidine), solid. The yield is 39.0%. RXN SMILES: Cl[C:2]1[N:7]=[C:6]([C:8]([F:11])([F:10])[F:9])[CH:5]=[C:4]([C:12]2[CH:17]=[CH:16][C:15]([C:18]([F:21])([F:20])[F:19])=[C:14]([CH3:22])[CH:13]=2)[N:3]=1.[Cl:23][C:24]1[CH:29]=[C:28](B(O)O)[CH:27]=[CH:26][N:25]=1>>[Cl:23][C:24]1[CH:29]=[C:28]([C:2]2[N:3]=[C:4]([C:12]3[CH:17]=[CH:16][C:15]([C:18]([F:19])([F:21])[F:20])=[C:14]([CH3:22])[CH:13]=3)[CH:5]=[C:6]([C:8]([F:11])([F:10])[F:9])[N:7]=2)[CH:27]=[CH:26][N:25]=1. Procedure: The title compound was prepared from 2-chloro-6-(3-methyl-4-trifluoromethyl-phenyl)-4-trifluoromethyl-pyrimidine (example A.38) (0.68 g, 2.0 mmol) and commercially available 2-chloro-pyridine-4-boronic acid (0.35 g, 2.2 mmol) according to the general procedure IVb. Obtained as an off-white solid (0.33 g, 39%). MS (ISP) 418.3 [(M+H)+]; mp 105.5° C. As a reaction SMILES: [CH2:1]1[O:3][CH2:2]1.[CH2:4]1[O:7][CH:5]1[CH3:6].C[C:9](NC1C=CC(O)=CC=1)=[O:10]>O>[CH2:4]1[O:7][CH:5]1[CH3:6].[CH2:9]([OH:10])[CH:1]([OH:3])[CH3:2]. The product is C1C(C)O1 (propylene oxide), C(C(C)O)O (propylene glycol). Solvent: O (water), O (water), O (water), O (water). Procedure: The nonionic detergents include those described at length in McCutcheon's Detergents and Emulsifiers, 1973 Annual and in Surface Active Agents, Vol. II, by Schwartz, Perry and Berch (Interscience Publishers, 1958), the descriptions of which are hereby incorporated by reference. Such nonionic detergents are usually pasty or waxy solids at room temperature (20° C.) which are either sufficiently water soluble to dissolve promptly in water or will quickly melt at the temperature of the wash water, a... Starting materials: 10, fatty alcohol, alcohols, 10, Pluronics, fatty acids, primary alcohol, carbon alkanol, Pluronic F-68, polyols, fatty amines, RO(C2H4O)nH, alkylene oxide, C1CO1 (ethylene oxide), C1C(C)O1 (propylene oxide), C1CO1 (ethylene oxide), poly-(lower alkenoxy), mercaptans, lower alkylene oxide, CC(=O)NC1=CC=C(C=C1)O (Neodol), fatty alcohols, alkyl phenols, fatty alcohol, II, C1CO1 (ethylene oxide), phenols, alkyl, CC(=O)NC1=CC=C(C=C1)O (Neodol), C1CO1 (ethylene oxide), C1CO1 (ethylene oxide), C1CO1 (ethylene oxide). Reactants: CN1N=CC(=C1NC(C1=CC=CC=C1)(C1=CC=CC=C1)C1=CC=CC=C1)NC(CC(=O)O)=O (3-{[1-methyl-5-(tritylamino)pyrazol-4-yl]amino}-3-oxopropanoic acid), NC(CNC(OC(C)(C)C)=O)CNC(OC(C)(C)C)=O (di-tert-butyl (2-amino-1,3-propanediyl)biscarbamate), Cl.CN(CCCN=C=NCC)C (N-(3-dimethylaminopropyl)-N′-ethylcarbodiimide hydrochloride), O (Water). The solvent is O1CCCC1 (tetrahydrofuran), C(Cl)Cl (methylene chloride). Conditions: time 8 hour. Yields the product CN1N=CC(=C1NC(C1=CC=CC=C1)(C1=CC=CC=C1)C1=CC=CC=C1)NC(CC(=O)NC(CNC(OC(C)(C)C)=O)CNC(OC(C)(C)C)=O)=O (di-tert-butyl {2-[(3-{[1-methyl-5-(tritylamino)pyrazol-4-yl]amino}-3-oxopropanoyl)amino]-1,3-propanediyl}biscarbamate). The yield is 72.1%. As a reaction SMILES: [CH3:1][N:2]1[C:6]([NH:7][C:8]([C:21]2[CH:26]=[CH:25][CH:24]=[CH:23][CH:22]=2)([C:15]2[CH:20]=[CH:19][CH:18]=[CH:17][CH:16]=2)[C:9]2[CH:14]=[CH:13][CH:12]=[CH:11][CH:10]=2)=[C:5]([NH:27][C:28](=[O:33])[CH2:29][C:30](O)=[O:31])[CH:4]=[N:3]1.[NH2:34][CH:35]([CH2:45][NH:46][C:47](=[O:53])[O:48][C:49]([CH3:52])([CH3:51])[CH3:50])[CH2:36][NH:37][C:38](=[O:44])[O:39][C:40]([CH3:43])([CH3:42])[CH3:41].Cl.CN(C)CCCN=C=NCC.O>O1CCCC1.C(Cl)Cl>[CH3:1][N:2]1[C:6]([NH:7][C:8]([C:15]2[CH:16]=[CH:17][CH:18]=[CH:19][CH:20]=2)([C:21]2[CH:26]=[CH:25][CH:24]=[CH:23][CH:22]=2)[C:9]2[CH:14]=[CH:13][CH:12]=[CH:11][CH:10]=2)=[C:5]([NH:27][C:28](=[O:33])[CH2:29][C:30]([NH:34][CH:35]([CH2:45][NH:46][C:47](=[O:53])[O:48][C:49]([CH3:52])([CH3:51])[CH3:50])[CH2:36][NH:37][C:38](=[O:44])[O:39][C:40]([CH3:43])([CH3:42])[CH3:41])=[O:31])[CH:4]=[N:3]1 |f:2.3|. Procedure details: A mixture of 3-{[1-methyl-5-(tritylamino)pyrazol-4-yl]amino}-3-oxopropanoic acid (600 mg), di-tert-butyl (2-amino-1,3-propanediyl)biscarbamate (434 mg) and N-(3-dimethylaminopropyl)-N′-ethylcarbodiimide hydrochloride (522 mg) in tetrahydrofuran (12 ml) and methylene chloride (6 ml) was stirred overnight at room temperature. Water was added and the whole mixture was extracted with ethyl acetate. The organic layer was washed with water and brine, and dried over anhydrous magnesium sulfate. Concent... Reactants: C1=CC=CC=2C3=CC=CC=C3C(C12)COC(=O)N[C@@H](CCCCN)C(=O)O (Nα-(9-fluorenylmethoxycarbonyl)-L-lysine), C1(=CC=CC=C1)S(=O)(=O)Cl (benzenesulfonyl chloride). Product: C1(=CC=CC=C1)S(=O)(=O)NCCCC[C@H](NC(=O)OCC1C2=CC=CC=C2C=2C=CC=CC12)C(=O)O (Nε-Benzenesulfonyl-Nα-(9-fluorenylmethoxycarbonyl)-L-lysine). Isolated yield 68.0%. RXN SMILES: [CH:1]1[C:13]2[CH:12]([CH2:14][O:15][C:16]([NH:18][C@H:19]([C:25]([OH:27])=[O:26])[CH2:20][CH2:21][CH2:22][CH2:23][NH2:24])=[O:17])[C:11]3[C:6](=[CH:7][CH:8]=[CH:9][CH:10]=3)[C:5]=2[CH:4]=[CH:3][CH:2]=1.[C:28]1([S:34](Cl)(=[O:36])=[O:35])[CH:33]=[CH:32][CH:31]=[CH:30][CH:29]=1>>[C:28]1([S:34]([NH:24][CH2:23][CH2:22][CH2:21][CH2:20][C@@H:19]([C:25]([OH:27])=[O:26])[NH:18][C:16]([O:15][CH2:14][CH:12]2[C:11]3[CH:10]=[CH:9][CH:8]=[CH:7][C:6]=3[C:5]3[C:13]2=[CH:1][CH:2]=[CH:3][CH:4]=3)=[O:17])(=[O:36])=[O:35])[CH:33]=[CH:32][CH:31]=[CH:30][CH:29]=1. Reported procedure: Nα-(9-fluorenylmethoxycarbonyl)-L-lysine was reacted with benzenesulfonyl chloride under the conditions used in example 2 giving 68% of the title compound. Starting materials: ClC1=C(N)C(=CC(=C1)C(F)(F)F)Cl (2,6-dichloro-4-trifluoromethylaniline), ice water, N(=O)[O-].[Na+] (sodium nitrite), [N-]=[N+]=[N-].[Na+] (sodium azide). Solvent: C(C)(=O)O (acetic acid), S(O)(O)(=O)=O (sulphuric acid). The product is N(=[N+]=[N-])C1=C(C=C(C=C1Cl)C(F)(F)F)Cl (1-azido-2,6-dichloro-4-trifluoromethylbenzene). As a reaction SMILES: N([O-])=O.[Na+].[Cl:5][C:6]1[CH:12]=[C:11]([C:13]([F:16])([F:15])[F:14])[CH:10]=[C:9]([Cl:17])[C:7]=1[NH2:8].[N-:18]=[N+:19]=[N-].[Na+]>S(=O)(=O)(O)O.C(O)(=O)C>[N:8]([C:7]1[C:6]([Cl:5])=[CH:12][C:11]([C:13]([F:16])([F:15])[F:14])=[CH:10][C:9]=1[Cl:17])=[N+:18]=[N-:19] |f:0.1,3.4|. Procedure: A solution of sodium nitrite (3.2 g) in concentrated sulphuric acid (22 ml) was added dropwise with cooling to a solution of 2,6-dichloro-4-trifluoromethylaniline (9.3 g) in glacial acetic acid (48 ml). The mixture was stirred at room temperature for half an hour and then cooled to 0°-5°. A solution of sodium azide (2.6 g) in the and the mixture stirred at 0°-5° for 1 hour and then at room temperature overnight. The mixture was poured into ice/water, extracted with dichloromethane and the extrac... Reactants: ClC1=CC=C2CC(NC2=C1)=O (6-chlorooxindole), ClC=1C=C(C=O)C=CC1 (3-chlorobenzaldehyde), N1CCCC1 (pyrrolidine). Run in CO (methanol). Run at temperature 70 celsius. Yields the product ClC1=CC=C2/C(/C(NC2=C1)=O)=C/C1=CC(=CC=C1)Cl (Z-6-chloro-3-(3-chloro-benzylidene)-1,3-dihydro-indol-2-one). RXN SMILES: [Cl:1][C:2]1[CH:10]=[C:9]2[C:5]([CH2:6][C:7](=[O:11])[NH:8]2)=[CH:4][CH:3]=1.[Cl:12][C:13]1[CH:14]=[C:15]([CH:18]=[CH:19][CH:20]=1)[CH:16]=O.N1CCCC1>CO>[Cl:1][C:2]1[CH:10]=[C:9]2[C:5](/[C:6](=[CH:16]/[C:15]3[CH:18]=[CH:19][CH:20]=[C:13]([Cl:12])[CH:14]=3)/[C:7](=[O:11])[NH:8]2)=[CH:4][CH:3]=1. Procedure: To the mixture of 6-chlorooxindole (16.7 g, 0.1 mol) (Crescent) and 3-chlorobenzaldehyde (14.1 g, 0.1 mol) (Aldrich) in methanol (100 mL) was added pyrrolidine (7.1 g, 0.1 mol) (Aldrich) dropwisely. The mixture was then heated at 70° C. for 3 h. After cooling to 4° C., the resulting precipitate was collected and dried to give 20 g of E/Z-6-chloro-3-(3-chloro-benzylidene)-1,3-dihydro-indol-2-one as a bright yellow solid. MS: 291 (M+H)+. The reactants are C1(CC1)N1C=C(C(C2=CC(=C(C(=C12)F)F)F)=O)C(=O)O (1-Cyclopropyl-6,7,8-trifluoro-1,4-dihydro-4-oxoquinoline-3-carboxylic acid), Br.Br.CN1CC=2CNCC2C1 (3-methyl-3,7-diazabicyclo[3.3.0]oct-1(5)-ene dihydrobromide), N12CCCCCC2=NCCC1 (1,8-diazabicyclo[5.4.0]undec-7-ene). Solvent: C(C)#N (acetonitrile). Run at time 8 hour. Product: C1(CC1)N1C=C(C(C2=CC(=C(C(=C12)F)N1CC=2CN(CC2C1)C)F)=O)C(=O)O (1-cyclopropyl-6,8-difluoro-7-[7-methyl-3,7-diazabicyclo[3.3.0 ]oct-1(5)-en-3-yl]-1,4-dihydro-4-oxoquinoline-3-carboxylic acid). The yield is 62.7%. As a reaction SMILES: [CH:1]1([N:4]2[C:13]3[C:8](=[CH:9][C:10]([F:16])=[C:11](F)[C:12]=3[F:14])[C:7](=[O:17])[C:6]([C:18]([OH:20])=[O:19])=[CH:5]2)[CH2:3][CH2:2]1.Br.Br.[CH3:23][N:24]1[CH2:31][C:30]2[CH2:29][NH:28][CH2:27][C:26]=2[CH2:25]1.N12CCCN=C1CCCCC2>C(#N)C>[CH:1]1([N:4]2[C:13]3[C:8](=[CH:9][C:10]([F:16])=[C:11]([N:28]4[CH2:29][C:30]5[CH2:31][N:24]([CH3:23])[CH2:25][C:26]=5[CH2:27]4)[C:12]=3[F:14])[C:7](=[O:17])[C:6]([C:18]([OH:20])=[O:19])=[CH:5]2)[CH2:2][CH2:3]1 |f:1.2.3|. Procedure: 1-Cyclopropyl-6,7,8-trifluoro-1,4-dihydro-4-oxoquinoline-3-carboxylic acid (0.42 g), 3-methyl-3,7-diazabicyclo[3.3.0]oct-1(5)-ene dihydrobromide (0.47 g) and 1,8-diazabicyclo[5.4.0]undec-7-ene (DBU, 0.63 g) were dissolved in acetonitrile (20 ml) and refluxed for 7 hours. The reaction mixture was kept at room temperature overnight and then the produced precipitate was filtered, washed with acetonitrile and methanol to give the title compound 0.36 g (yield 62%). Procedure details: Using methyl 4-methyl-3-oxopentanoate (3.6 g), dimethylformamide dimethylacetal (3.5 mL) and p-methoxyphenylhydrazine monohydrochloride (4.5 g) and in the same manner as in Example 15(1), the title object compound (3.5 g, 51%) was obtained as a pale-yellow solid. Reaction SMILES: [CH3:1][CH:2]([CH3:10])[C:3](=O)[CH2:4][C:5]([O:7][CH3:8])=[O:6].[CH3:11]OC(OC)N(C)C.Cl.[CH3:20][O:21][C:22]1[CH:27]=[CH:26][C:25]([NH:28][NH2:29])=[CH:24][CH:23]=1>>[CH3:20][O:21][C:22]1[CH:27]=[CH:26][C:25]([N:28]2[CH:11]=[C:4]([C:5]([O:7][CH3:8])=[O:6])[C:3]([CH:2]([CH3:10])[CH3:1])=[N:29]2)=[CH:24][CH:23]=1 |f:2.3|. Reactants: CC(C(CC(=O)OC)=O)C (methyl 4-methyl-3-oxopentanoate), COC(N(C)C)OC (dimethylformamide dimethylacetal), Cl.COC1=CC=C(C=C1)NN (p-methoxyphenylhydrazine monohydrochloride). The yield is 51.0%. Product: COC1=CC=C(C=C1)N1N=C(C(=C1)C(=O)OC)C(C)C (methyl 1-(4-methoxyphenyl)-3-(1-methylethyl)-1H-pyrazole-4-carboxylate). The reactants are N(CCO)CCO (diethanolamine), CC1=C(O)C=CC(=C1)O (methylhydroquinone), C(C(=C)C)(=O)OCCN=C=O (2-isocyanatoethyl methacrylate), solution. The solvent is C1(=CC=CC=C1)C (toluene). Reaction conditions: time 105 minute. The product is C(C(=C)C)(=O)OCCNC(=O)N(CCO)CCO (2-[N',N'-Bis(2-hydroxyethyl)ureido]ethyl Methacrylate). As a reaction SMILES: [NH:1]([CH2:5][CH2:6][OH:7])[CH2:2][CH2:3][OH:4].CC1C=C(O)C=CC=1O.[C:17]([O:22][CH2:23][CH2:24][N:25]=[C:26]=[O:27])(=[O:21])[C:18]([CH3:20])=[CH2:19]>C1(C)C=CC=CC=1>[C:17]([O:22][CH2:23][CH2:24][NH:25][C:26]([N:1]([CH2:5][CH2:6][OH:7])[CH2:2][CH2:3][OH:4])=[O:27])(=[O:21])[C:18]([CH3:20])=[CH2:19]. Reported procedure: A one liter flask, under a N2 blanket, was charged with 105 gm of diethanolamine (1 mole) and 20 mg of methylhydroquinone. One molar of 2-isocyanatoethyl methacrylate (IEM) containing 2 ml of DBTDL (2% solution in toluene) was dropped slowly in the flask with moderate stirring over a period of 105 minutes, while the temperature was maintained at 20° to 25° C. with an ice-bath. The resulting viscous solution was stirred for an additional 60 minutes at 20° C. and then discharged. The product showe...